This data is from the Open Reaction Database (ORD), a public repository of structured organic reaction records. The task is: describe an organic reaction: reactants, conditions, products, and yield Starting materials: N[C@@H](CO)CC(=O)O (L-β-homoserine), O1CCOCC1.Cl (hydrogen chloride-1,4-dioxane). Run in CO (methanol). Run at temperature 60 celsius, time 3 hour. Yields the product Cl.N[C@H](CC(=O)OC)CO (Methyl (3R)-3-amino-4-hydroxybutanoate hydrochloride). Reaction SMILES: [NH2:1][C@H:2]([CH2:5][C:6]([OH:8])=[O:7])[CH2:3][OH:4].O1CCOC[CH2:10]1.[ClH:15]>CO>[ClH:15].[NH2:1][C@@H:2]([CH2:3][OH:4])[CH2:5][C:6]([O:8][CH3:10])=[O:7] |f:1.2,4.5|. Procedure: To a solution of L-β-homoserine (1.00 g) in methanol (8.4 mL), a 4 mol/L hydrogen chloride-1,4-dioxane solution (8.4 mL) was added and thereafter the mixture was stirred at 60° C. for 3 hours. The reaction mixture was concentrated under reduced pressure to give the titled compound as a pale yellow oil (1.42 g). Reactants: Cl.BrC1=CC=C(C=C1)C=1N(C(=C(C(=O)OCC)C(C1)=O)C)C (ethyl 6-(4-bromophenyl)-1,2-dimethyl-4-oxonicotinate hydrochloride), [OH-].[Na+] (sodium hydroxide). The solvent is O (water). Conditions: time 1 hour. The product is BrC1=CC=C(C=C1)C=1N(C(=C(C(=O)O)C(C1)=O)C)C (6-(4-bromophenyl)-1,2-dimethyl-4-oxonicotinic acid). The yield is 88.7%. As a reaction SMILES: Cl.[Br:2][C:3]1[CH:8]=[CH:7][C:6]([C:9]2[N:10]([CH3:22])[C:11]([CH3:21])=[C:12]([C:18](=[O:20])[CH:19]=2)[C:13]([O:15]CC)=[O:14])=[CH:5][CH:4]=1.[OH-].[Na+]>O>[Br:2][C:3]1[CH:4]=[CH:5][C:6]([C:9]2[N:10]([CH3:22])[C:11]([CH3:21])=[C:12]([C:18](=[O:20])[CH:19]=2)[C:13]([OH:15])=[O:14])=[CH:7][CH:8]=1 |f:0.1,2.3|. Procedure details: 5.3 g (0.014 mol) of ethyl 6-(4-bromophenyl)-1,2-dimethyl-4-oxonicotinate hydrochloride is suspended in 100 ml of water and to it there is added 5 g (0.0625 mol) of 50% aqueous sodium hydroxide. The mixture is refluxed and stirred for 1 hr. and the solution formed is cooled to room temperature. The solution is extracted with methylenedichloride and the aqueous solution is acidified to pH 1 with 12N hydrochloric acid. The suspension formed is vacuum filtered and the filter cake is washed with wat... The reactants are C(C)C=1C2=CON=C2C(=C(C1)[N+](=O)[O-])C (4-ethyl-7-methyl-6-nitro-anthranil), C([O-])(O)=O.[Na+] (sodium bicarbonate), C(C)O (ethanol). The product is NC1=C(C(=O)OCC)C(=CC(=C1C)[N+](=O)[O-])CC (ethyl 2-amino-6-ethyl-3-methyl-4-nitro-benzoate). Isolated yield 76.0%. RXN SMILES: [CH2:1]([C:3]1[C:4]2[C:8]([C:9]([CH3:15])=[C:10]([N+:12]([O-:14])=[O:13])[CH:11]=1)=[N:7][O:6][CH:5]=2)[CH3:2].C(=O)(O)[O-].[Na+].[CH2:21]([OH:23])[CH3:22]>>[NH2:7][C:8]1[C:9]([CH3:15])=[C:10]([N+:12]([O-:14])=[O:13])[CH:11]=[C:3]([CH2:1][CH3:2])[C:4]=1[C:5]([O:23][CH2:21][CH3:22])=[O:6] |f:1.2|. Reported procedure: A solution of 4-ethyl-7-methyl-6-nitro-anthranil (300 mg, 0.000146 mol.) in absolute ethanol was mixed with sodium bicarbonate (160 mg, 0.0019 mol.) and was refluxed for 4 hrs. The solution was evaporated to dryness, the residue partitioned between ethyl acetate and 5% hydrochloric acid solution. The organic layer was dried over magnesium sulphate and evaporated to give a solid. This solid was further purified by column chromatography (10% ethyl acetate: pet. ether 30-60) to give ethyl 2-amino-6... Starting materials: [Cl-], CC(C)(Oc1ccc(Cl)cc1)C(=O)O, Cl, CC(C)CC(c1ccccc1)C(C)N. Yields the product CC(C)CC(c1ccccc1)C(C)NC(=O)C(C)(C)Oc1ccc(Cl)cc1. RXN SMILES: [Cl-:16].[Cl:17][c:18]1[cH:19][cH:20][c:21]([O:22][C:23]([C:24](=[O:25])[OH:26])([CH3:27])[CH3:28])[cH:29][cH:30]1.[ClH:1].[NH2:2][CH:3]([CH3:4])[CH:5]([CH2:6][CH:7]([CH3:8])[CH3:9])[c:10]1[cH:11][cH:12][cH:13][cH:14][cH:15]1>>[NH:2]([CH:3]([CH3:4])[CH:5]([CH2:6][CH:7]([CH3:8])[CH3:9])[c:10]1[cH:11][cH:12][cH:13][cH:14][cH:15]1)[C:24]([C:23]([O:22][c:21]1[cH:20][cH:19][c:18]([Cl:17])[cH:30][cH:29]1)([CH3:27])[CH3:28])=[O:25].